From a dataset of the Open Reaction Database (ORD), a public repository of structured organic reaction records. describe an organic reaction: reactants, conditions, products, and yield Yields the product FC1=C(C=CC=C1F)[C@@]12NOC[C@@H]1[C@H](OC2)COC(C2=CC=CC=C2)(C2=CC=CC=C2)C2=CC=CC=C2 ((3aR*,4S*,6aS*)-6a-(2,3-difluorophenyl)-4-((trityloxy)methyl)hexahydrofuro[3,4-c]isoxazole). Procedure: A 2.50 M solution of n-butyllithium in hexane (197 mL, 0.493 mol, 1.90 equiv.) was added dropwise to a solution containing 1-bromo-2,3-difluorobenzene (95.1 g, 0.493 mol, 1.90 equiv.) in THF/toluene (100 mL/1000 mL) under a nitrogen atmosphere at −75 to −69° C. After 10 min, boron trifluoride-diethyl etherate complex (62.5 mL, 0.493 mol) was added dropwise while maintaining temperature below −71° C. A previously prepared solution of (3aR*,4S*)-4-((trityloxy)methyl)-3,3a,4,6-tetrahydrofuro[3,4-c]... The reactants are C(C1=CC=CC=C1)(C1=CC=CC=C1)(C1=CC=CC=C1)OC[C@H]1OCC2=NOC[C@@H]21 ((3aR*,4S*)-4-((trityloxy)methyl)-3,3a,4,6-tetrahydrofuro[3,4-c]isoxazole), solution, C(CCC)[Li] (n-butyllithium), CCCCCC (hexane), boron trifluoride-diethyl, complex, [NH4+].[Cl-] (NH4Cl), BrC1=C(C(=CC=C1)F)F (1-bromo-2,3-difluorobenzene). Conditions: temperature -75 celsius, time 10 minute. Isolated yield 67.6%. As a reaction SMILES: C([Li])CCC.CCCCCC.Br[C:13]1[CH:18]=[CH:17][CH:16]=[C:15]([F:19])[C:14]=1[F:20].[C:21]([O:40][CH2:41][C@@H:42]1[C@@H:49]2[C:45](=[N:46][O:47][CH2:48]2)[CH2:44][O:43]1)([C:34]1[CH:39]=[CH:38][CH:37]=[CH:36][CH:35]=1)([C:28]1[CH:33]=[CH:32][CH:31]=[CH:30][CH:29]=1)[C:22]1[CH:27]=[CH:26][CH:25]=[CH:24][CH:23]=1.[NH4+].[Cl-]>C1COCC1.C1(C)C=CC=CC=1.C1COCC1.COC(C)(C)C.O>[F:20][C:14]1[C:15]([F:19])=[CH:16][CH:17]=[CH:18][C:13]=1[C@:45]12[CH2:44][O:43][C@H:42]([CH2:41][O:40][C:21]([C:22]3[CH:27]=[CH:26][CH:25]=[CH:24][CH:23]=3)([C:28]3[CH:29]=[CH:30][CH:31]=[CH:32][CH:33]=3)[C:34]3[CH:39]=[CH:38][CH:37]=[CH:36][CH:35]=3)[C@H:49]1[CH2:48][O:47][NH:46]2 |f:4.5,6.7|. The solvent is C1CCOC1 (THF), COC(C)(C)C (2-methoxy-2-methylpropane), O (water), C1CCOC1.C1(=CC=CC=C1)C (THF toluene). The reactants are C(C)(=O)O[C@H]1[C@H](SC2=CC=C(C=C2)N)O[C@@H]([C@H]([C@@H]1OC(C)=O)O[C@@H]1[C@H](OC(C)=O)[C@@H](OC(C)=O)[C@H](OC(C)=O)[C@H](O1)COC(C)=O)COC(C)=O (4-aminophenyl 2,3,6-tri-O-acetyl-4-O-(2,3,4,6-tetra-O-acetyl-α-D-glucopyranosyl)-1-thio-β-D-glucopyranoside), C1(=CC(=CC(=C1)C(=O)Cl)C(=O)Cl)C(=O)Cl (1,3,5-benzenetricarboxylic acid chloride), O (water). Solvent: N1=C(C=CC=C1)CC#N (pyridineacetonitrile). Conditions: time 24 hour. Yields the product C(C)(=O)O[C@H]1[C@@H](O[C@@H]([C@H]([C@@H]1OC(C)=O)O[C@@H]1[C@H](OC(C)=O)[C@@H](OC(C)=O)[C@H](OC(C)=O)[C@H](O1)COC(C)=O)COC(C)=O)SC1=CC=C(C=C1)NC(=O)C1=CC(=CC(=C1)C(=O)NC1=CC=C(C=C1)S[C@H]1[C@H](OC(C)=O)[C@@H](OC(C)=O)[C@H](O[C@@H]2[C@H](OC(C)=O)[C@@H](OC(C)=O)[C@H](OC(C)=O)[C@H](O2)COC(C)=O)[C@H](O1)COC(C)=O)C(=O)NC1=CC=C(C=C1)S[C@H]1[C@H](OC(C)=O)[C@@H](OC(C)=O)[C@H](O[C@@H]2[C@H](OC(C)=O)[C@@H](OC(C)=O)[C@H](OC(C)=O)[C@H](O2)COC(C)=O)[C@H](O1)COC(C)=O (N,N',N"-Tris[4-[[2,3,6-tri-O-acetyl-4-O-(2,3,4,6-tetra-O-acetyl-α-D-glucopyranosyl)-β-D-glucopyranosyl]thio]phenyl]-1,3,5-benzenetricarboxamide). Reaction SMILES: [C:1]([O:4][C@@H:5]1[C@@H:18]([O:19][C:20](=[O:22])[CH3:21])[C@H:17]([O:23][C@H:24]2[O:41][C@H:40]([CH2:42][O:43][C:44](=[O:46])[CH3:45])[C@@H:35]([O:36][C:37](=[O:39])[CH3:38])[C@H:30]([O:31][C:32](=[O:34])[CH3:33])[C@H:25]2[O:26][C:27](=[O:29])[CH3:28])[C@@H:16]([CH2:47][O:48][C:49](=[O:51])[CH3:50])[O:15][C@H:6]1[S:7][C:8]1[CH:13]=[CH:12][C:11]([NH2:14])=[CH:10][CH:9]=1)(=[O:3])[CH3:2].[C:52]1([C:64](Cl)=[O:65])[CH:57]=[C:56]([C:58](Cl)=[O:59])[CH:55]=[C:54]([C:61](Cl)=[O:62])[CH:53]=1.[OH2:67]>N1C=CC=CC=1CC#N>[C:1]([O:4][C@@H:5]1[C@@H:18]([O:19][C:20](=[O:22])[CH3:21])[C@H:17]([O:23][C@H:24]2[O:41][C@H:40]([CH2:42][O:43][C:44](=[O:46])[CH3:45])[C@@H:35]([O:36][C:37](=[O:39])[CH3:38])[C@H:30]([O:31][C:32](=[O:34])[CH3:33])[C@H:25]2[O:26][C:27](=[O:29])[CH3:28])[C@@H:16]([CH2:47][O:48][C:49](=[O:51])[CH3:50])[O:15][C@H:6]1[S:7][C:8]1[CH:13]=[CH:12][C:11]([NH:14][C:64]([C:52]2[CH:57]=[C:56]([C:58]([NH:14][C:11]3[CH:10]=[CH:9][C:8]([S:7][C@@H:6]4[O:15][C@H:16]([CH2:47][O:48][C:49](=[O:51])[CH3:50])[C@@H:17]([O:23][C@H:24]5[O:41][C@H:40]([CH2:42][O:43][C:44](=[O:46])[CH3:45])[C@@H:35]([O:36][C:37](=[O:39])[CH3:38])[C@H:30]([O:31][C:32](=[O:34])[CH3:33])[C@H:25]5[O:26][C:27](=[O:29])[CH3:28])[C@H:18]([O:19][C:20](=[O:22])[CH3:21])[C@H:5]4[O:67][C:1](=[O:3])[CH3:2])=[CH:13][CH:12]=3)=[O:59])[CH:55]=[C:54]([C:61]([NH:14][C:11]3[CH:12]=[CH:13][C:8]([S:7][C@@H:6]4[O:15][C@H:16]([CH2:47][O:48][C:49](=[O:51])[CH3:50])[C@@H:17]([O:23][C@H:24]5[O:41][C@H:40]([CH2:42][O:43][C:44](=[O:46])[CH3:45])[C@@H:35]([O:36][C:37](=[O:39])[CH3:38])[C@H:30]([O:31][C:32](=[O:34])[CH3:33])[C@H:25]5[O:26][C:27](=[O:29])[CH3:28])[C@H:18]([O:19][C:20](=[O:22])[CH3:21])[C@H:5]4[O:4][C:1](=[O:3])[CH3:2])=[CH:9][CH:10]=3)=[O:62])[CH:53]=2)=[O:65])=[CH:10][CH:9]=1)(=[O:3])[CH3:2]. Procedure details: To a solution of 2.5 g of 4-aminophenyl 2,3,6-tri-O-acetyl-4-O-(2,3,4,6-tetra-O-acetyl-α-D-glucopyranosyl)-1-thio-β-D-glucopyranoside in 25 ml of pyridineacetonitrile (1:1) was added 300 mg of 1,3,5-benzenetricarboxylic acid chloride. The resulting solution was kept at ambient temperature, protected from moisture for 24 hours, then poured into 250 ml of water. The solution was extracted several times with chloroform. The combined extracts were washed with 0.5 N hydrochloric acid and saturated so...